From a dataset of the Open Reaction Database (ORD), a public repository of structured organic reaction records. describe an organic reaction: reactants, conditions, products, and yield Starting materials: COc1ccc(N=C=S)c(C)c1, NC(=O)Nc1ccc(OCCN2CCCC2)cc1. Product: COc1ccc(NC(N)=S)c(C)c1. Reaction SMILES: [N:19](=[C:20]=[S:21])[c:22]1[c:23]([CH3:30])[cH:24][c:25]([O:28][CH3:29])[cH:26][cH:27]1.[N:1]1([CH2:2][CH2:3][O:4][c:5]2[cH:6][cH:7][c:8]([NH:9][C:10]([NH2:11])=[O:12])[cH:13][cH:14]2)[CH2:15][CH2:16][CH2:17][CH2:18]1>>[NH2:1][C:20]([NH:19][c:22]1[c:23]([CH3:30])[cH:24][c:25]([O:28][CH3:29])[cH:26][cH:27]1)=[S:21]. The reactants are CC(=O)N1CCNCC1C, O=C(O)c1cn(C2CC2)c2cc(F)c(F)c(NCc3ccccc3)c2c1=O, c1ccncc1. The product is CC(=O)N1CCN(c2cc3c(c(NCc4ccccc4)c2F)c(=O)c(C(=O)O)cn3C2CC2)CC1C. As a reaction SMILES: [C:28]([CH3:29])(=[O:30])[N:31]1[CH:32]([CH3:37])[CH2:33][NH:34][CH2:35][CH2:36]1.[CH2:1]([c:2]1[cH:3][cH:4][cH:5][cH:6][cH:7]1)[NH:8][c:9]1[c:10]2[c:11](=[O:27])[c:12]([C:24](=[O:25])[OH:26])[cH:13][n:14]([CH:21]3[CH2:22][CH2:23]3)[c:15]2[cH:16][c:17]([F:20])[c:18]1[F:19].[cH:38]1[cH:39][cH:40][n:41][cH:42][cH:43]1>>[CH2:1]([c:2]1[cH:3][cH:4][cH:5][cH:6][cH:7]1)[NH:8][c:9]1[c:10]2[c:11](=[O:27])[c:12]([C:24](=[O:25])[OH:26])[cH:13][n:14]([CH:21]3[CH2:22][CH2:23]3)[c:15]2[cH:16][c:17]([N:34]2[CH2:33][CH:32]([CH3:37])[N:31]([C:28]([CH3:29])=[O:30])[CH2:36][CH2:35]2)[c:18]1[F:19]. Reactants: C1(CCCCC1)C1=NN(C(=C1)C1=CC=C(C=C1)OC(F)(F)F)CC1=CC=C(C(=O)O)C=C1 (4-({3-Cyclohexyl-5-[4-(trifluoromethoxy)phenyl]-1H-pyrazol-1-yl}methyl)benzoic acid), C=1C=CC2=C(C1)N=NN2O (HOBt), CCN(C(C)C)C(C)C (DIEA), Cl.C(C)OC([C@@H](N)CN)=O (β-amino-alanine ethyl ester hydrochloride). The solvent is CN(C)C=O (DMF), C(CCl)Cl (EDC). Conditions: time 16 hour. Product: C1(CCCCC1)C1=NN(C(=C1)C1=CC=C(C=C1)OC(F)(F)F)CC1=CC=C(C(=O)NCCC(=O)OCC)C=C1 (Ethyl N-[4-({3-cyclohexyl-5-[4-(trifluoromethoxy)phenyl]-1H-pyrazol-1-yl}methyl)benzoyl]-β-alaninate). RXN SMILES: [CH:1]1([C:7]2[CH:11]=[C:10]([C:12]3[CH:17]=[CH:16][C:15]([O:18][C:19]([F:22])([F:21])[F:20])=[CH:14][CH:13]=3)[N:9]([CH2:23][C:24]3[CH:32]=[CH:31][C:27]([C:28](O)=[O:29])=[CH:26][CH:25]=3)[N:8]=2)[CH2:6][CH2:5][CH2:4][CH2:3][CH2:2]1.C1C=CC2N(O)N=NC=2C=1.CCN(C(C)C)C(C)C.Cl.[CH2:53]([O:55][C:56](=[O:61])[C@H:57]([CH2:59][NH2:60])N)[CH3:54]>CN(C=O)C.C(Cl)CCl>[CH:1]1([C:7]2[CH:11]=[C:10]([C:12]3[CH:13]=[CH:14][C:15]([O:18][C:19]([F:21])([F:20])[F:22])=[CH:16][CH:17]=3)[N:9]([CH2:23][C:24]3[CH:32]=[CH:31][C:27]([C:28]([NH:60][CH2:59][CH2:57][C:56]([O:55][CH2:53][CH3:54])=[O:61])=[O:29])=[CH:26][CH:25]=3)[N:8]=2)[CH2:6][CH2:5][CH2:4][CH2:3][CH2:2]1 |f:3.4|. Reported procedure: A solution of 66.7 mg product from Step A Example 6, 34.5 mg EDC, 24.3 mg HOBt in 0.5 mL DMF was stirred at room temperature for 30 minutes. DIEA (31 μL) and β-amino-alanine ethyl ester hydrochloride (27.6 mg) were added and the mixture stirred for additional 16 hours. The solvent was removed under reduced pressure. The title compound was isolated as a white solid by preparative HPLC using 60˜80% MeCN gradient over 10 minutes at 8.0 mL per minute with 0.1% TFA on a 9.4×250 mm SB-C18 Zorbax colum... Reactants: NC=1C(=NC(=CC1)C1CCCCC1)C(=O)OC (methyl 3-amino-6-cyclohexylpicolinate), [Li+].[OH-] (LiOH), Cl (HCl). Solvent: C1CCOC1 (THF). Conditions: time 4 hour. The product is NC=1C(=NC(=CC1)C1CCCCC1)C(=O)O (3-amino-6-cyclohexylpicolinic acid). Yield: 18.0%. As a reaction SMILES: [NH2:1][C:2]1[C:3]([C:14]([O:16]C)=[O:15])=[N:4][C:5]([CH:8]2[CH2:13][CH2:12][CH2:11][CH2:10][CH2:9]2)=[CH:6][CH:7]=1.[Li+].[OH-].Cl>C1COCC1>[NH2:1][C:2]1[C:3]([C:14]([OH:16])=[O:15])=[N:4][C:5]([CH:8]2[CH2:13][CH2:12][CH2:11][CH2:10][CH2:9]2)=[CH:6][CH:7]=1 |f:1.2|. Procedure details: To a solution of methyl 3-amino-6-cyclohexylpicolinate (1.0 equiv) in THF, at a concentration of 0.5 M, was added 1M LiOH (4.0 equiv). After stirring for 4 hours at room temperature, 1 N HCl (4.0 equiv.) was added and the THF was removed in vacuo. The resulting solid was filtered, rinsed with cold H2O (3×20 mL) yielding 3-amino-6-cyclohexylpicolinic acid (18%). LCMS (m/z): 221.0 (MH+); LC Rt=4.1 min Starting materials: ClC1=NC=CC2=C(C=CC=C12)NC1CCN(CC1)C(=O)OC(C)(C)C (4-(1-chloro-5-isoquinolyl)amino-1-(tert-butoxycarbonyl)piperidine), FC(C(=O)O)(F)F (trifluoroacetic acid). Run in C(Cl)Cl (methylene chloride). Yields the product FC(C(=O)O)(F)F.ClC1=NC=CC2=C(C=CC=C12)NC1CCNCC1 (4-(1-chloro-5-isoquinolyl)aminopiperidine trifluoroacetate). Reaction SMILES: [Cl:1][C:2]1[C:11]2[C:6](=[C:7]([NH:12][CH:13]3[CH2:18][CH2:17][N:16](C(OC(C)(C)C)=O)[CH2:15][CH2:14]3)[CH:8]=[CH:9][CH:10]=2)[CH:5]=[CH:4][N:3]=1.[F:26][C:27]([F:32])([F:31])[C:28]([OH:30])=[O:29]>C(Cl)Cl>[F:26][C:27]([F:32])([F:31])[C:28]([OH:30])=[O:29].[Cl:1][C:2]1[C:11]2[C:6](=[C:7]([NH:12][CH:13]3[CH2:18][CH2:17][NH:16][CH2:15][CH2:14]3)[CH:8]=[CH:9][CH:10]=2)[CH:5]=[CH:4][N:3]=1 |f:3.4|. Procedure details: Deprotection was performed (room temperature, 2 hours) by using Intermediate 84 (81.9 mg) and a mixed solution of trifluoroacetic acid and methylene chloride (1:1, 2 ml). The solvent was evaporated under reduced pressure, and the residue was added with methanol (2 ml) and diethyl ether (6 ml). The deposited precipitates were collected by filtration and washed with diethyl ether to obtain the title compound (64 mg) as yellow powdery crystals.